This data is from the Open Reaction Database (ORD), a public repository of structured organic reaction records. The task is: describe an organic reaction: reactants, conditions, products, and yield The reactants are CC(C)(C)OC(=O)N1CCCC1COc1ccc(O)cc1, Fc1ccc(CBr)cc1F. Product: CC(C)(C)OC(=O)N1CCCC1COc1ccc(OCc2ccc(F)c(F)c2)cc1. RXN SMILES: [C:1]([CH3:2])([CH3:3])([CH3:4])[O:5][C:6](=[O:7])[N:8]1[CH:9]([CH2:13][O:14][c:15]2[cH:16][cH:17][c:18]([OH:21])[cH:19][cH:20]2)[CH2:10][CH2:11][CH2:12]1.[F:22][c:23]1[cH:24][c:25]([CH2:26][Br:27])[cH:28][cH:29][c:30]1[F:31]>>[C:1]([CH3:2])([CH3:3])([CH3:4])[O:5][C:6](=[O:7])[N:8]1[CH:9]([CH2:13][O:14][c:15]2[cH:16][cH:17][c:18]([O:21][CH2:26][c:25]3[cH:24][c:23]([F:22])[c:30]([F:31])[cH:29][cH:28]3)[cH:19][cH:20]2)[CH2:10][CH2:11][CH2:12]1. Reactants: COC(=O)c1cc(Br)ccc1OC, [C-]#N, [C-]#N, CN(C)C=O, [Zn+2]. Yields the product COC(=O)c1cc(C#N)ccc1OC. As a reaction SMILES: [Br:1][c:2]1[cH:3][cH:4][c:5]([O:12][CH3:13])[c:6]([C:7](=[O:8])[O:9][CH3:10])[cH:11]1.[C-:19]#[N:20].[C-:22]#[N:23].[CH3:14][N:15]([CH3:16])[CH:17]=[O:18].[Zn+2:21]>>[c:2]1([C:14]#[N:15])[cH:3][cH:4][c:5]([O:12][CH3:13])[c:6]([C:7](=[O:8])[O:9][CH3:10])[cH:11]1.